Dataset: the Open Reaction Database (ORD), a public repository of structured organic reaction records. Task: describe an organic reaction: reactants, conditions, products, and yield Reaction SMILES: C(N(CC)C(=O)C1C=CC(Br)=CC=1[Cl:12])C.C(N(CC)C(=O)C1C=CC(Br)=CC=1OC(F)(F)F)C.C(OC([N:42]1[CH2:62][CH2:61][N:45]2[C:46](=[O:60])[C:47]3[C:52]([CH:44]2[CH2:43]1)=[CH:51][C:50]([O:53]C)=[CH:49][C:48]=3OC(F)(F)F)=O)(C)(C)C>>[ClH:12].[Cl:12][C:48]1[CH:49]=[C:50]([OH:53])[CH:51]=[C:52]2[C:47]=1[C:46](=[O:60])[N:45]1[CH2:61][CH2:62][NH:42][CH2:43][C@H:44]12 |f:3.4|. The product is Cl.ClC1=C2C(N3[C@H](C2=CC(=C1)O)CNCC3)=O ((R)-1,3,4,10b-tetrahydro-7-chloro-9-hydroxy-pyrazino[2,1-a]isoindol-6(2H)-one hydrochloric acid). Reactants: C(C)N(C(C1=C(C=C(C=C1)Br)Cl)=O)CC (N,N-diethyl-4-bromo-2-chlorobenzamide), C(C)N(C(C1=C(C=C(C=C1)Br)OC(F)(F)F)=O)CC (N,N-diethyl-4-bromo-2-trifluoromethoxybenzamide), C(C)(C)(C)OC(=O)N1CC2N(C(C3=C(C=C(C=C23)OC)OC(F)(F)F)=O)CC1 (N-(t-butoxycarbonyl)-(±)-1,3,4,10b-tetrahydro-9-methoxy-7-trifluoromethoxy-pyrazino[2,1-a] isoindol-6(2H)-one). Reported procedure: Prepared according to procedures described in Example 128 Step A with substitution of N-(t-butoxycarbonyl)-(R)-1,3,4,10b-tetrahydro-7-chloro-9-methoxy-pyrazino[2,1-a]isoindol-6(2H)-one, produced by procedures described in Example 126 with the substitution of N,N-diethyl-4-bromo-2-chlorobenzamide for N,N-diethyl-4-bromo-2-trifluoromethoxybenzamide, for N-(t-butoxycarbonyl)-(±)-1,3,4,10b-tetrahydro-9-methoxy-7-trifluoromethoxy-pyrazino[2,1-a] isoindol-6(2H)-one. Followed by the separation of enant... Reactants: ClC=1N=C2C(=C(C=NC2=CC1)C(=O)C1CCC1)NC=1C=CC(=NC1)N1C[C@H](CCC1)NC(OC(C)(C)C)=O ((S)-tert-butyl (1-(5-((6-chloro-3-(cyclobutanecarbonyl)-1,5-naphthyridin-4-yl)amino)pyridin-2-yl)piperidin-3-yl)carbamate), ClC1=C(C(=CC(=C1)B1OC(C(O1)(C)C)(C)C)F)O (2-chloro-6-fluoro-4-(4,4,5,5-tetramethyl-1,3,2-dioxaborolan-2-yl)phenol). Product: ClC=1C=C(C=C(C1O)F)C=1N=C2C(=C(C=NC2=CC1)C(=O)C1CCC1)NC=1C=CC(=NC1)N1C[C@H](CCC1)NC(OC(C)(C)C)=O ((S)-tert-butyl (1-(5-((6-(3-chloro-5-fluoro-4-hydroxyphenyl)-3-(cyclobutanecarbonyl)-1,5-naphthyridin-4-yl)amino)pyridin-2-yl)piperidin-3-yl)carbamate). Isolated yield 103.5%. As a reaction SMILES: Cl[C:2]1[N:3]=[C:4]2[C:9](=[CH:10][CH:11]=1)[N:8]=[CH:7][C:6]([C:12]([CH:14]1[CH2:17][CH2:16][CH2:15]1)=[O:13])=[C:5]2[NH:18][C:19]1[CH:20]=[CH:21][C:22]([N:25]2[CH2:30][CH2:29][CH2:28][C@H:27]([NH:31][C:32](=[O:38])[O:33][C:34]([CH3:37])([CH3:36])[CH3:35])[CH2:26]2)=[N:23][CH:24]=1.[Cl:39][C:40]1[CH:45]=[C:44](B2OC(C)(C)C(C)(C)O2)[CH:43]=[C:42]([F:55])[C:41]=1[OH:56]>>[Cl:39][C:40]1[CH:45]=[C:44]([C:2]2[N:3]=[C:4]3[C:9](=[CH:10][CH:11]=2)[N:8]=[CH:7][C:6]([C:12]([CH:14]2[CH2:15][CH2:16][CH2:17]2)=[O:13])=[C:5]3[NH:18][C:19]2[CH:20]=[CH:21][C:22]([N:25]3[CH2:30][CH2:29][CH2:28][C@H:27]([NH:31][C:32](=[O:38])[O:33][C:34]([CH3:36])([CH3:35])[CH3:37])[CH2:26]3)=[N:23][CH:24]=2)[CH:43]=[C:42]([F:55])[C:41]=1[OH:56]. Procedure details: Following general procedure II, (S)-tert-butyl (1-(5-((6-chloro-3-(cyclobutanecarbonyl)-1,5-naphthyridin-4-yl)amino)pyridin-2-yl)piperidin-3-yl)carbamate (110 mg, 0.20 mmol) was reacted with 2-chloro-6-fluoro-4-(4,4,5,5-tetramethyl-1,3,2-dioxaborolan-2-yl)phenol (82 mg, 0.30 mmol) to afford the product (134 mg) which was carried forward without any purification: ESI MS m/z 647 [M+H]+. Reactants: ClC1=CC2=C(OC3=C(CN2C(=O)NCC(=O)O)C=CC=C3)C=C1 (2-[[(8-chlorodibenz[b,f][1,4]oxazepin-10(11H)-yl)carbonyl]amino]acetic acid), NCCC1=NC=CC=C1 (2-(2-aminoethyl)pyridine), anhydride, CN1CCOCC1 (NMM). Product: ClC1=CC2=C(OC3=C(CN2C(=O)NCC(=O)NCCC2=NC=CC=C2)C=CC=C3)C=C1 (8-chloro-N-[[[[2-(2-pyridinyl)ethyl]amino]carbonyl]methyl]-10(11H) dibenz[b,f][1,4]oxazepinecarboxamide). Isolated yield 55.2%. As a reaction SMILES: [Cl:1][C:2]1[CH:23]=[CH:22][C:5]2[O:6][C:7]3[CH:21]=[CH:20][CH:19]=[CH:18][C:8]=3[CH2:9][N:10]([C:11]([NH:13][CH2:14][C:15]([OH:17])=O)=[O:12])[C:4]=2[CH:3]=1.CN1CCOCC1.[NH2:31][CH2:32][CH2:33][C:34]1[CH:39]=[CH:38][CH:37]=[CH:36][N:35]=1>>[Cl:1][C:2]1[CH:23]=[CH:22][C:5]2[O:6][C:7]3[CH:21]=[CH:20][CH:19]=[CH:18][C:8]=3[CH2:9][N:10]([C:11]([NH:13][CH2:14][C:15]([NH:31][CH2:32][CH2:33][C:34]3[CH:39]=[CH:38][CH:37]=[CH:36][N:35]=3)=[O:17])=[O:12])[C:4]=2[CH:3]=1. Procedure: By the method described in Example 5, the title compound of Example 4 (0.5 g, 1.5 mmol) in 20 mL of CH2CL2 was converted to its mixed anhydride with NMM (0.16 mL, 1.5 mmol) and IBCF (0.2 mL, 1.5 mmol) and coupled to 2-(2-aminoethyl)pyridine (0.18 mL, 1.5 mmol). This procedure gave 362 mg of the title compound after Chromatotron® chromatography eluting with 5% ethanol (EtOH)/CH2CL2 containing 1% ammonium hydroxide (NH4OH). Reactants: C(=O)(O)C(C(O)C=1C=C2C(=CN(C2=CC1)CCC)CC1=C(C=C(C(=O)OC)C=C1)OC)CC(NCCC)=O (methyl 4-[5-[2-carboxy-1-hydroxy-3-(propylcarbamoyl)propyl]-1-propylindol-3-ylmethyl]-3-methoxybenzoate), C(C)(C)(C)OC(N(C)C)OC(C)(C)C (N,N-dimethylformamide di-tert-butyl acetal). Solvent: C(Cl)Cl (methylene chloride). Yields the product COC=1C=C(C(=O)OC)C=CC1CC1=CN(C2=CC=C(C=C12)C=CCC(NCCC)=O)CCC (methyl 3-methoxy-4-[1-propyl-5-[3-(propylcarbamoyl)prop-1-enyl]indol-3-ylmethyl]benzoate). As a reaction SMILES: C([CH:4]([CH2:32][C:33](=[O:38])[NH:34][CH2:35][CH2:36][CH3:37])[CH:5]([C:7]1[CH:8]=[C:9]2[C:13](=[CH:14][CH:15]=1)[N:12]([CH2:16][CH2:17][CH3:18])[CH:11]=[C:10]2[CH2:19][C:20]1[CH:29]=[CH:28][C:23]([C:24]([O:26][CH3:27])=[O:25])=[CH:22][C:21]=1[O:30][CH3:31])O)(O)=O.C(OC(OC(C)(C)C)N(C)C)(C)(C)C>C(Cl)Cl>[CH3:31][O:30][C:21]1[CH:22]=[C:23]([CH:28]=[CH:29][C:20]=1[CH2:19][C:10]1[C:9]2[C:13](=[CH:14][CH:15]=[C:7]([CH:5]=[CH:4][CH2:32][C:33](=[O:38])[NH:34][CH2:35][CH2:36][CH3:37])[CH:8]=2)[N:12]([CH2:16][CH2:17][CH3:18])[CH:11]=1)[C:24]([O:26][CH3:27])=[O:25]. Procedure: A solution of methyl 4-[5-[2-carboxy-1-hydroxy-3-(propylcarbamoyl)propyl]-1-propylindol-3-ylmethyl]-3-methoxybenzoate (0.81 g), and N,N-dimethylformamide di-tert-butyl acetal (1.54 ml, redistilled) in methylene chloride (26 ml) was stirred under a nitrogen atmosphere for 1 hour. The solvent was evaporated, and the product purified by flash chromatography, eluting with 4:1 ethyl acetate: hexane, to give methyl 3-methoxy-4-[1-propyl-5-[3-(propylcarbamoyl)prop-1-enyl]indol-3-ylmethyl]benzoate (0.56...